From a dataset of the Open Reaction Database (ORD), a public repository of structured organic reaction records. describe an organic reaction: reactants, conditions, products, and yield Starting materials: C(#N)COC=1C=C(C(=O)NC2CCN(CC2)CC2=CC(=C(C(=C2)OCC)F)OCC)C=C(C1)OC (3-Cyanomethoxy-N-[1-(3,5-diethoxy-4-fluoro-benzyl)-piperidin-4-yl]-5-methoxy-benzamide), C(C)OC1=C(C(=CC(=C1)C=O)OCC)C1=CC=C(C=C1)F (2,6-Diethoxy-4′-fluoro-biphenyl-4-carbaldehyde), C(#N)[BH3-].[Na+] (sodium cyanoborohydride), C(C)N(C(C)C)C(C)C (N-ethyl-diisopropylamine). Reported procedure: In analogy to the procedure described in example 50k), 3-cyanomethoxy-5-methoxy-N-piperidin-4-yl-benzamide (example 245) was reacted with 2,6-diethoxy-4′-fluoro-biphenyl-4-carbaldehyde (example 102), sodium cyanoborohydride, N-ethyl-diisopropylamine and acetic acid in ethanol at 50° C. to yield the title compound as off-white solid. MS: 562.3 (MH+). Run in C(C)O (ethanol), C(C)(=O)O (acetic acid). As a reaction SMILES: [C:1]([CH2:3][O:4][C:5]1[CH:6]=[C:7]([CH:31]=[C:32]([O:34][CH3:35])[CH:33]=1)[C:8]([NH:10][CH:11]1[CH2:16][CH2:15][N:14]([CH2:17][C:18]2[CH:23]=[C:22]([O:24][CH2:25][CH3:26])[C:21](F)=[C:20]([O:28][CH2:29][CH3:30])[CH:19]=2)[CH2:13][CH2:12]1)=[O:9])#[N:2].C(OC1C=C(C=O)C=C(OCC)C=1[C:50]1[CH:55]=[CH:54][C:53]([F:56])=[CH:52][CH:51]=1)C.C([BH3-])#N.[Na+].C(N(C(C)C)C(C)C)C>C(O)C.C(O)(=O)C>[C:1]([CH2:3][O:4][C:5]1[CH:6]=[C:7]([CH:31]=[C:32]([O:34][CH3:35])[CH:33]=1)[C:8]([NH:10][CH:11]1[CH2:12][CH2:13][N:14]([CH2:17][C:18]2[CH:19]=[C:20]([O:28][CH2:29][CH3:30])[C:21]([C:50]3[CH:55]=[CH:54][C:53]([F:56])=[CH:52][CH:51]=3)=[C:22]([O:24][CH2:25][CH3:26])[CH:23]=2)[CH2:15][CH2:16]1)=[O:9])#[N:2] |f:2.3|. Yields the product C(#N)COC=1C=C(C(=O)NC2CCN(CC2)CC2=CC(=C(C(=C2)OCC)C2=CC=C(C=C2)F)OCC)C=C(C1)OC (3-Cyanomethoxy-N-[1-(2,6-diethoxy-4′-fluoro-biphenyl-4-ylmethyl)-piperidin-4-yl]-5-methoxy-benzamide). Reactants: 16, C1(=CC=CC=C1)C(=O)C1=CC(=C(C=C1)[N+](=O)[O-])N (phenyl (3-amino-4-nitrophenyl) methanone), C(C)(=O)Cl (acetyl chloride). The solvent is ClCCl (dichloromethane). Conditions: time 17 hour. Yields the product 15, C(C1=CC=CC=C1)(=O)C=1C=CC(=C(C1)NC(C)=O)[N+](=O)[O-] (N-(5-benzoyl-2-nitrophenyl)acetamide). Yield: 81.0%. Reaction SMILES: [C:1]1([C:7]([C:9]2[CH:14]=[CH:13][C:12]([N+:15]([O-:17])=[O:16])=[C:11]([NH2:18])[CH:10]=2)=[O:8])[CH:6]=[CH:5][CH:4]=[CH:3][CH:2]=1.[C:19](Cl)(=[O:21])[CH3:20]>ClCCl>[C:7]([C:9]1[CH:14]=[CH:13][C:12]([N+:15]([O-:17])=[O:16])=[C:11]([NH:18][C:19](=[O:21])[CH3:20])[CH:10]=1)(=[O:8])[C:1]1[CH:2]=[CH:3][CH:4]=[CH:5][CH:6]=1. Procedure details: (a-1) To a stirred solution of 16 parts of phenyl (3-amino-4-nitrophenyl) methanone in 195 parts of dichloromethane were added 7.8 parts of acetyl chloride. After stirring for 17 hours at room temperature, the reaction mixture was evaporated. The residue was crystallized from a mixture of ethyl acetate and 2,2'-oxybispropane. The product was filtered off and dried, yielding 15 parts (81%) of N-(5-benzoyl-2-nitrophenyl)acetamide; mp. 97.8° C. (int. 48).